The task is: describe an organic reaction: reactants, conditions, products, and yield. This data is from the Open Reaction Database (ORD), a public repository of structured organic reaction records. Reactants: C1CCC(CC1)N=C=NC2CCCCC2 (DCC), N1([C@H](C(=O)O)CCC1)C(=O)OCC1C2=CC=CC=C2C2=CC=CC=C12 (Fmoc-Pro-OH), Cl (HCl), N[C@H](C)C(=O)N (H-D-Ala-NH2), C=1C=CC2=C(C1)N=NN2O (HOBt). Run in CN(C=O)C (dimethylformamide). Run at temperature 0 celsius, time 1 hour. Yields the product N1([C@H](C(=O)N[C@H](C)C(=O)N)CCC1)C(=O)OCC1C2=CC=CC=C2C2=CC=CC=C12 (Fmoc-Pro-D-Ala-NH2). Reaction SMILES: C1CCC(N=C=NC2CCCCC2)CC1.[N:16]1([C:24]([O:26][CH2:27][CH:28]2[C:40]3[C:35](=[CH:36][CH:37]=[CH:38][CH:39]=3)[C:34]3[C:29]2=[CH:30][CH:31]=[CH:32][CH:33]=3)=[O:25])[CH2:23][CH2:22][CH2:21][C@H:17]1[C:18]([OH:20])=O.Cl.[NH2:42][C@@H:43]([C:45]([NH2:47])=[O:46])[CH3:44].C1C=CC2N(O)N=NC=2C=1>CN(C)C=O>[N:16]1([C:24]([O:26][CH2:27][CH:28]2[C:29]3[C:34](=[CH:33][CH:32]=[CH:31][CH:30]=3)[C:35]3[C:40]2=[CH:39][CH:38]=[CH:37][CH:36]=3)=[O:25])[CH2:23][CH2:22][CH2:21][C@H:17]1[C:18]([NH:42][C@@H:43]([C:45]([NH2:47])=[O:46])[CH3:44])=[O:20]. Reported procedure: 3.36 g of DCC are added to a stirred solution of 5.4 g (16 mmol) of Fmoc-Pro-OH, 2 g of HCl.H-D-Ala-NH2 and 2.24 g of HOBt in 30 ml of dimethylformamide at 0° C. The mixture is left to stir at 0° C. for 1 hour and to stand at room temperature overnight. The precipitate is filtered off with suction and the filtrate is concentrated. The residue is dissolved in ethyl acetate and extracted by shaking successively with water, twice with saturated NaHCO3 solution, water, KHSO4 buffer and water. Fmoc-P... Reactants: COC(=O)c1ccccc1-c1nc2cc(F)c(F)cc2n1CC1CCCCC1, N#Cc1ccc(N)c(F)c1. Product: N#Cc1ccc(NC(=O)c2ccccc2-c2nc3cc(F)c(F)cc3n2CC2CCCCC2)c(F)c1. Reaction SMILES: [CH3:1][O:2][C:3]([c:4]1[c:5](-[c:10]2[n:11][c:12]3[c:13]([n:14]2[CH2:15][CH:16]2[CH2:17][CH2:18][CH2:19][CH2:20][CH2:21]2)[cH:22][c:23]([F:27])[c:24]([F:26])[cH:25]3)[cH:6][cH:7][cH:8][cH:9]1)=[O:28].[NH2:29][c:30]1[c:31]([F:38])[cH:32][c:33]([C:34]#[N:35])[cH:36][cH:37]1>>[C:3]([c:4]1[c:5](-[c:10]2[n:11][c:12]3[c:13]([n:14]2[CH2:15][CH:16]2[CH2:17][CH2:18][CH2:19][CH2:20][CH2:21]2)[cH:22][c:23]([F:27])[c:24]([F:26])[cH:25]3)[cH:6][cH:7][cH:8][cH:9]1)(=[O:28])[NH:29][c:30]1[c:31]([F:38])[cH:32][c:33]([C:34]#[N:35])[cH:36][cH:37]1. The reactants are C1OC2=CC=C(C(=C2O1)C=1C(=CC=C2C1OCO2)C(=O)N)C(=O)N (5,6-Methylenedioxy-5',6'-methylenedioxy-2,2'-biphenyldicarboxamide), ice water. The solvent is P(=O)(Cl)(Cl)Cl (phosphorus oxychloride). The product is C1OC23CC=C(C(=C2O1)C=1C(=CC=CC1OCO3)C#N)C#N (5,6-methylenedioxy-5,6'-methylenedioxy-2,2'-biphenyldicarbonitrile). Isolated yield 90.6%. RXN SMILES: [CH2:1]1[O:9][C:8]2[C:3](=[CH:4][CH:5]=[C:6]([C:22]([NH2:24])=O)[C:7]=2[C:10]2[C:11]([C:19]([NH2:21])=O)=[CH:12][CH:13]=[C:14]3[O:18][CH2:17][O:16][C:15]=23)[O:2]1>P(Cl)(Cl)(Cl)=O>[CH2:1]1[O:9][C:8]2[C:3]3([O:18][CH2:17][O:16][C:15]4[CH:14]=[CH:13][CH:12]=[C:11]([C:19]#[N:21])[C:10]=4[C:7]=2[C:6]([C:22]#[N:24])=[CH:5][CH2:4]3)[O:2]1. Procedure details: 5,6-Methylenedioxy-5',6'-methylenedioxy-2,2'-biphenyldicarboxamide (8 g) is refluxed in phosphorus oxychloride (70 ml) for 4 hours. The reaction mixture is cooled and then poured into ice water. The precipitated crystals are separated by filtration and dissolved in chloroform. The solution is washed with water, dried and distilled to remove the solvent to give 5,6-methylenedioxy-5,6'-methylenedioxy-2,2'-biphenyldicarbonitrile (6.5 g) as colorless crystal. M.p. 213°-215° C.